Dataset: the Open Reaction Database (ORD), a public repository of structured organic reaction records. Task: describe an organic reaction: reactants, conditions, products, and yield Reactants: [Li]C(C)(C)C, C1CCOC1, CCOC(C)=O, CCCCC, CN(C)C=O, Cc1ccc(C2=CCC(C)(C)c3ccc(Br)cc32)cc1. The product is Cc1ccc(C2=CCC(C)(C)c3ccc(C=O)cc32)cc1. As a reaction SMILES: [C:21]([Li:22])([CH3:23])([CH3:24])[CH3:25].[CH2:36]1[O:37][CH2:38][CH2:39][CH2:40]1.[CH2:41]([O:42][C:43](=[O:44])[CH3:45])[CH3:46].[CH3:26][CH2:27][CH2:28][CH2:29][CH3:30].[CH3:31][N:32]([CH:33]=[O:34])[CH3:35].[c:1]1([CH3:20])[cH:2][cH:3][c:4]([C:7]2=[CH:8][CH2:9][C:10]([CH3:18])([CH3:19])[c:11]3[cH:12][cH:13][c:14]([Br:17])[cH:15][c:16]32)[cH:5][cH:6]1>>[c:1]1([CH3:20])[cH:2][cH:3][c:4]([C:7]2=[CH:8][CH2:9][C:10]([CH3:18])([CH3:19])[c:11]3[cH:12][cH:13][c:14]([CH:33]=[O:34])[cH:15][c:16]32)[cH:5][cH:6]1. Reactants: C([O-])([O-])=O.[K+].[K+] (potassium carbonate), CI (methyl iodide), C(C)N1C=C(C=2C(=CC(=CC12)F)O)CCO (1-ethyl-6-fluoro-3-(2-hydroxyethyl)-1H-indol-4-ol). Solvent: CN(C)C=O (DMF). Conditions: time 8 hour. The product is C(C)N1C=C(C2=C(C=C(C=C12)F)OC)CCO (2-(1-ethyl-6-fluoro-4-methoxy-1H-indol-3-yl)ethanol). The yield is 92.2%. As a reaction SMILES: [CH2:1]([N:3]1[C:11]2[CH:10]=[C:9]([F:12])[CH:8]=[C:7]([OH:13])[C:6]=2[C:5]([CH2:14][CH2:15][OH:16])=[CH:4]1)[CH3:2].[C:17](=O)([O-])[O-].[K+].[K+].CI>CN(C=O)C>[CH2:1]([N:3]1[C:11]2[C:6](=[C:7]([O:13][CH3:17])[CH:8]=[C:9]([F:12])[CH:10]=2)[C:5]([CH2:14][CH2:15][OH:16])=[CH:4]1)[CH3:2] |f:1.2.3|. Procedure details: 39-2 (318 mg, 1.43 mmol) was dissolved in DMF (5 mL) and then potassium carbonate (236 mg, 1.71 mmol) and methyl iodide (98 uL, 1.56 mmol) were added. The reaction mixture was stirred at room temperature overnight, concentrated under vacuum and then water added. A solid was filtered to afford 39-3 (313 mg, 90%) as a light purple solid. LCMS: calc 326.2. found 327.1 [MH]+. The reactants are II (iodine), II (iodine), C(CCC)[Sn](\C=C\CC(CCCC)O[Si](CC)(CC)CC)(CCCC)CCCC (E-1-tri-n-butystannyl-4-triethylsilyloxy-1-octene), II (iodine), II (iodine). Run in CCOCC (ether). Yields the product I\C=C\CC(CCCC)O[Si](CC)(CC)CC ((E)-1-iodo-4-triethylsilyloxy-1-octene). Reaction SMILES: C([Sn](CCCC)(CCCC)/[CH:6]=[CH:7]/[CH2:8][CH:9]([O:14][Si:15]([CH2:20][CH3:21])([CH2:18][CH3:19])[CH2:16][CH3:17])[CH2:10][CH2:11][CH2:12][CH3:13])CCC.[I:30]I>CCOCC>[I:30]/[CH:6]=[CH:7]/[CH2:8][CH:9]([O:14][Si:15]([CH2:20][CH3:21])([CH2:18][CH3:19])[CH2:16][CH3:17])[CH2:10][CH2:11][CH2:12][CH3:13]. Procedure: To a solution of E-1-tri-n-butystannyl-4-triethylsilyloxy-1-octene (11 g) in 200 ml ether is added 0.9 equivalents of iodine in one portion. After 25 minutes the color of the iodine has disappeared. An additional 0.1 equivalents of iodine is added in portions until the iodine color persists. The ether is removed in vacuo to provide (E)-1-iodo-4-triethylsilyloxy-1-octene. This residue is placed on a silica-gel column (240 g SilicAR CC-7) packed in hexane. A liter fraction of hexane contains 7.5 g... Starting materials: NC1=C(C=C(C(=N1)OC)C(CCC1CCNCC1)=O)Cl (1-(6-amino-5-chloro-2-methoxy-3-pyridinyl)-3-(4-piperidinyl)-1-propanone), ICCCC (1-iodobutane), ICC(C)C (1-iodo-2-methylpropane), NC1=CC=C(C(=N1)OC)C(CCC1CCNCC1)=O (1-(6-amino-2-methoxy-3-pyridinyl)-3-(4-piperidinyl)-1-propanone). Yields the product NC1=C(C=C(C(=N1)OC)C(CCC1CCN(CC1)CC(C)C)=O)Cl (1-(6-Amino-5-chloro-2-methoxy-3-pyridinyl)-3-(1-isobutyl-4-piperidinyl)-1-propanone). RXN SMILES: [NH2:1][C:2]1[N:7]=[C:6]([O:8][CH3:9])[C:5]([C:10](=[O:19])[CH2:11][CH2:12][CH:13]2[CH2:18][CH2:17][NH:16][CH2:15][CH2:14]2)=[CH:4][C:3]=1[Cl:20].I[CH2:22][CH:23]([CH3:25])[CH3:24].NC1N=C(OC)C(C(=O)CCC2CCNCC2)=CC=1.ICCCC>>[NH2:1][C:2]1[N:7]=[C:6]([O:8][CH3:9])[C:5]([C:10](=[O:19])[CH2:11][CH2:12][CH:13]2[CH2:18][CH2:17][N:16]([CH2:22][CH:23]([CH3:25])[CH3:24])[CH2:15][CH2:14]2)=[CH:4][C:3]=1[Cl:20]. Procedure details: The title compound was prepared according to the procedure of step 2 in the example 13 using 1-(6-amino-5-chloro-2-methoxy-3-pyridinyl)-3-(4-piperidinyl)-1-propanone and 1-iodo-2-methylpropane, instead of 1-(6-amino-2-methoxy-3-pyridinyl)-3-(4-piperidinyl)-1-propanone and 1-iodobutane.